The task is: describe an organic reaction: reactants, conditions, products, and yield. This data is from the Open Reaction Database (ORD), a public repository of structured organic reaction records. Reactants: O=C1COCC2=C1C(c1ccc(F)c(Br)c1)C1=C(CN(Cc3ccccc3)CC1=O)N2, ClCCl, C=COC(=O)Cl. Yields the product C=COC(=O)N1CC(=O)C2=C(C1)NC1=C(C(=O)COC1)C2c1ccc(F)c(Br)c1. RXN SMILES: [CH2:1]([c:2]1[cH:3][cH:4][cH:5][cH:6][cH:7]1)[N:8]1[CH2:9][C:10](=[O:31])[C:11]2=[C:16]([NH:15][C:14]3=[C:13]([CH:12]2[c:23]2[cH:24][c:25]([Br:30])[c:26]([F:29])[cH:27][cH:28]2)[C:21](=[O:22])[CH2:20][O:19][CH2:18]3)[CH2:17]1.[CH2:38]([Cl:39])[Cl:40].[Cl:32][C:33](=[O:34])[O:35][CH:36]=[CH2:37]>>[N:8]1([C:33](=[O:34])[O:35][CH:36]=[CH2:37])[CH2:9][C:10](=[O:31])[C:11]2=[C:16]([NH:15][C:14]3=[C:13]([CH:12]2[c:23]2[cH:24][c:25]([Br:30])[c:26]([F:29])[cH:27][cH:28]2)[C:21](=[O:22])[CH2:20][O:19][CH2:18]3)[CH2:17]1. Starting materials: CC1CN(c2ccc3c(c2)NCC3)CC(C)N1C, O=C=Nc1cccc(Cl)c1Cl, ClCCl. Yields the product CC1CN(c2ccc3c(c2)N(C(=O)Nc2cccc(Cl)c2Cl)CC3)CC(C)N1C. Reaction SMILES: [CH3:1][CH:2]1[CH2:3][N:4]([c:10]2[cH:11][cH:12][c:13]3[c:17]([cH:18]2)[NH:16][CH2:15][CH2:14]3)[CH2:5][CH:6]([CH3:9])[N:7]1[CH3:8].[Cl:19][c:20]1[c:21]([N:27]=[C:28]=[O:29])[cH:22][cH:23][cH:24][c:25]1[Cl:26].[Cl:30][CH2:31][Cl:32]>>[CH3:1][CH:2]1[CH2:3][N:4]([c:10]2[cH:11][cH:12][c:13]3[c:17]([cH:18]2)[N:16]([C:28]([NH:27][c:21]2[c:20]([Cl:19])[c:25]([Cl:26])[cH:24][cH:23][cH:22]2)=[O:29])[CH2:15][CH2:14]3)[CH2:5][CH:6]([CH3:9])[N:7]1[CH3:8]. Product: C(C)OP(=O)(OCC)CCC(=O)O (3-Diethylphosphonopropionic Acid). The solvent is C(C)O (ethanol). RXN SMILES: [CH2:1]([O:3][P:4]([CH2:9][CH2:10][C:11]([O:13]CC1C=CC=CC=1)=[O:12])([O:6][CH2:7][CH3:8])=[O:5])[CH3:2].C(OP(CCC(OCC)=O)(OCC)=O)C.O.CCCCCC>C(O)C>[CH2:7]([O:6][P:4]([CH2:9][CH2:10][C:11]([OH:13])=[O:12])([O:3][CH2:1][CH3:2])=[O:5])[CH3:8]. The reagents and catalysts are catalyst. Procedure details: 40.3 mmol of benzyl 3-diethylphosphonopropionate (12.1 g) are dissolved in 100 ml of ethanol, and 2 g of catalyst (5% Pd/C) are added. After stirring under an H2 atmosphere for 4 h, the active carbon is filtered off, and the solvent is distilled out. The product results as a colourless oil which slowly solidifies to a colourless solid at room temperature. The product is slightly contaminated with ethyl 3-diethylphosphono-propionate which, where appropriate, can be transferred into the organic ph... Run at time 4 hour. Reactants: C(C)OP(=O)(OCC)CCC(=O)OCC (ethyl 3-diethylphosphono-propionate), C(C)OP(=O)(OCC)CCC(=O)OCC1=CC=CC=C1 (benzyl 3-diethylphosphonopropionate), O (water), CCCCCC (hexane). As a reaction SMILES: [CH3:1][C:2]1([CH3:21])[CH2:3][C:4](=[O:20])[c:5]2[c:6]3[c:7]([c:8]([CH3:12])[n:9][c:10]2[CH2:11]1)[nH:13][c:14]1[cH:15][cH:16][cH:17][cH:18][c:19]31.[CH3:27][N:28]([CH3:29])[CH:30]=[O:31].[H-:22].[I:24][CH2:25][CH3:26].[Na+:23].[OH2:32]>>[CH3:1][C:2]1([CH3:21])[CH2:3][C:4](=[O:20])[c:5]2[c:6]3[c:7]([c:8]([CH3:12])[n:9][c:10]2[CH2:11]1)[n:13]([CH2:25][CH3:26])[c:14]1[cH:15][cH:16][cH:17][cH:18][c:19]31. Yields the product CCn1c2ccccc2c2c3c(nc(C)c21)CC(C)(C)CC3=O. Starting materials: Cc1nc2c(c3c1[nH]c1ccccc13)C(=O)CC(C)(C)C2, CN(C)C=O, [H-], CCI, [Na+], O. Product: BrC=1C=C2C=C(N(C2=CC1)CC1=CC=C(C=C1)[N+](=O)[O-])C(=O)O (5-Bromo-1-(4-nitro-benzyl)-1H-indole-2-carboxylic Acid). Reactants: C(C)OC(=O)C=1N(C2=CC=C(C=C2C1)Br)CC1=CC=C(C=C1)[N+](=O)[O-] (5-bromo-1-(4-nitro-benzyl)-1H-indole-2-carboxylic acid ethyl ester), [OH-].[K+] (potassium hydroxide). The yield is 77.6%. Procedure: To a stirred solution of 5-bromo-1-(4-nitro-benzyl)-1H-indole-2-carboxylic acid ethyl ester (2.3 g, 5.7 mmol) in ethanol/water (2:1, 45 ml) at room temperature was added potassium hydroxide (0.96 g, 17.1 mmol). The solution was warmed to reflux for about 3 hours, cooled, and most of the ethanol was removed under reduced pressure. To the residue was added water, 0.5N sodium hydroxide and methylene chloride, and the two-phase mixture was suction filtered to remove some insoluble material. The aque... The solvent is C(C)O.O (ethanol water). RXN SMILES: C([O:3][C:4]([C:6]1[N:7]([CH2:16][C:17]2[CH:22]=[CH:21][C:20]([N+:23]([O-:25])=[O:24])=[CH:19][CH:18]=2)[C:8]2[C:13]([CH:14]=1)=[CH:12][C:11]([Br:15])=[CH:10][CH:9]=2)=[O:5])C.[OH-].[K+]>C(O)C.O>[Br:15][C:11]1[CH:12]=[C:13]2[C:8](=[CH:9][CH:10]=1)[N:7]([CH2:16][C:17]1[CH:18]=[CH:19][C:20]([N+:23]([O-:25])=[O:24])=[CH:21][CH:22]=1)[C:6]([C:4]([OH:5])=[O:3])=[CH:14]2 |f:1.2,3.4|. Reactants: CS(=O)(=O)C1=CC=C(C=C1)C1=CC=C(C=C1)C(C1=CC=C(C=C1)O)=C1CC(CC(C1)(C)C)(C)C (4-[[4′-(Methylsulfonyl)-4-biphenylyl](3,3,5,5-tetramethylcyclohexylidene)methyl]phenol), BrC1=CC=C(C=C1)C(C1=CC=C(C=C1)O)=C1CC(CC(C1)(C)C)(C)C (4-[(4-Bromophenyl)(3,3,5,5-tetramethylcyclohexylidene)methyl]phenol), O1C=C(C=C1)B(O)O (3-furanylboronic acid), C(=O)([O-])[O-].[Na+].[Na+] (Na2CO3). Reagents/catalysts: Cl[Pd]([P](C1=CC=CC=C1)(C2=CC=CC=C2)C3=CC=CC=C3)([P](C4=CC=CC=C4)(C5=CC=CC=C5)C6=CC=CC=C6)Cl (PdCl2(PPh3)2). Run in CCOCC (Et2O), O (H2O), C1CCOC1 (THF). Product: O1C=C(C=C1)C1=CC=C(C=C1)C(C1=CC=C(C=C1)O)=C1CC(CC(C1)(C)C)(C)C (4-[[4-(3-furanyl)phenyl](3,3,5,5-tetramethylcyclohexylidene)methyl]phenol). The yield is 69.0%. RXN SMILES: CS(C1[CH:10]=[CH:9][C:8]([C:11]2[CH:16]=[CH:15][C:14]([C:17](=[C:25]3[CH2:30][C:29]([CH3:32])([CH3:31])[CH2:28][C:27]([CH3:34])([CH3:33])[CH2:26]3)[C:18]3[CH:23]=[CH:22][C:21]([OH:24])=[CH:20][CH:19]=3)=[CH:13][CH:12]=2)=[CH:7]C=1)(=O)=O.BrC1C=CC(C(=C2CC(C)(C)CC(C)(C)C2)C2C=CC([OH:49])=CC=2)=CC=1.O1C=CC(B(O)O)=C1.C([O-])([O-])=O.[Na+].[Na+]>CCOCC.Cl[Pd](Cl)([P](C1C=CC=CC=1)(C1C=CC=CC=1)C1C=CC=CC=1)[P](C1C=CC=CC=1)(C1C=CC=CC=1)C1C=CC=CC=1.O.C1COCC1>[O:49]1[CH:10]=[CH:9][C:8]([C:11]2[CH:16]=[CH:15][C:14]([C:17](=[C:25]3[CH2:30][C:29]([CH3:32])([CH3:31])[CH2:28][C:27]([CH3:33])([CH3:34])[CH2:26]3)[C:18]3[CH:23]=[CH:22][C:21]([OH:24])=[CH:20][CH:19]=3)=[CH:13][CH:12]=2)=[CH:7]1 |f:3.4.5,^1:81,100|. Reported procedure: The Suzuki protocol described for (163) was employed. A round-bottomed flask was charged with 4-[(4-bromophenyl)(3,3,5,5-tetramethylcyclohexylidene)methyl]phenol (14) (0.270 g, 0.676 mmol), PdCl2(PPh3)2 (0.048 g, 0.068 mmol), 3-furanylboronic acid (0.152 g, 1.35 mmol), aqueous 2 M Na2CO3 (1.4 mL, 0.144 g, 1.35 mmol) solution, and 4:1 THF:H2O mixture (10 mL) under a nitrogen atmosphere. The reaction mixture was refluxed for 6 h. Reaction mixture was cooled to room temperature, diluted with Et2O (... Reactants: CCCO, ClCCl, O=[N+]([O-])c1ccc(O)cc1F, CC(C)OC(=O)N=NC(=O)OC(C)C, c1ccc(P(c2ccccc2)c2ccccc2)cc1. Product: CCCOc1ccc([N+](=O)[O-])c(F)c1. As a reaction SMILES: [CH2:12]([CH2:13][CH3:14])[OH:15].[Cl:49][CH2:50][Cl:51].[F:1][c:2]1[cH:3][c:4]([OH:11])[cH:5][cH:6][c:7]1[N+:8](=[O:9])[O-:10].[O:35]=[C:36]([O:37][CH:38]([CH3:39])[CH3:40])[N:41]=[N:42][C:43]([O:44][CH:45]([CH3:46])[CH3:47])=[O:48].[c:16]1([P:17]([c:18]2[cH:19][cH:20][cH:21][cH:22][cH:23]2)[c:24]2[cH:25][cH:26][cH:27][cH:28][cH:29]2)[cH:30][cH:31][cH:32][cH:33][cH:34]1>>[F:1][c:2]1[cH:3][c:4]([O:11][CH2:12][CH2:13][CH3:14])[cH:5][cH:6][c:7]1[N+:8](=[O:9])[O-:10].